Dataset: the Open Reaction Database (ORD), a public repository of structured organic reaction records. Task: describe an organic reaction: reactants, conditions, products, and yield Starting materials: O=C(O)Cc1ccc([N+](=O)[O-])cc1, C#CC(C)(C)N. The reagents and catalysts are CCN=C=NCCCN(C)C.Cl (EDC-HCl), CCOC(=O)C(=NO)C#N (Oxyma). The solvent is CN(C)C=O (DMF), CN(C)C=O (DMF), CN(C)C=O (DMF), CN(C)C=O (DMF), CN(C)C=O (DMF), CN(C)C=O (DMF). Conditions: temperature 25 celsius, time 2 hour. Yields the product C#CC(C)(C)NC(=O)Cc1ccc([N+](=O)[O-])cc1. The yield is 1.3%. RXN SMILES: C#CC(C)(C)N.O=C(O)Cc1ccc([N+](=O)[O-])cc1.CCN=C=NCCCN(C)C.Cl.CCOC(=O)C(=NO)C#N.CN(C)C=O>>C#CC(C)(C)NC(=O)Cc1ccc([N+](=O)[O-])cc1. Reactants: Cl (HCl), C1=COC(=C1)C=O (2-furfural), C(CC(=O)O)(=O)O (malonic acid), N1CCCCC1 (piperidine). Run in N1=CC=CC=C1 (pyridine), O (water). Run at temperature 100 celsius, time 5 hour. Product: O1C(=CC=C1)C=CC(=O)O (3-(furan-2-yl)-acrylic acid). The yield is 81.1%. As a reaction SMILES: [CH:1]1[CH:5]=[C:4]([CH:6]=O)[O:3][CH:2]=1.C(O)(=O)[CH2:9][C:10]([OH:12])=[O:11].N1CCCCC1.Cl>N1C=CC=CC=1.O>[O:3]1[CH:2]=[CH:1][CH:5]=[C:4]1[CH:6]=[CH:9][C:10]([OH:12])=[O:11]. Reported procedure: The mixture of 2-furfural (15 g, 0.15 mol), malonic acid (17.9 g, 0.17 mol) and piperidine(1.5 ml, 0.016 mol) in 80 ml of pyridine was stirred for 5 hours at 100° C. and then refluxed for 20 min, which was cooled down to room temperature and poured into water (180 ml), and resultant mixture was acidified with concentrated HCl. The generated precipitate was collected by filtration and dried under the reduced pressure to give 3-(furan-2-yl)-acrylic acid (16.8 g). 1H NMR (400 MHz, DMSO-d6) ppm 12.4... RXN SMILES: [OH:1][C:2]1[CH:7]=[CH:6][C:5]([CH:8]([C:10]([OH:12])=[O:11])[NH2:9])=[CH:4][CH:3]=1>C(O)C>[CH:4]1[C:5]([C@H:8]([NH2:9])[C:10]([OH:12])=[O:11])=[CH:6][CH:7]=[C:2]([OH:1])[CH:3]=1. Product: C1=CC(=CC=C1[C@@H](C(=O)O)N)O (L-2-(4-hydroxyphenyl)glycine). The reactants are OC1=CC=C(C=C1)C(N)C(=O)O (2-(4-hydroxyphenyl)glycine), d-3-bromo-2-oxo-10-bornanesulfonic acid. Reported procedure: A mixture of DL-2-(4-hydroxyphenyl)glycine (10 g.), d-3-bromo-2-oxo-10-bornanesulfonic acid (20 g.) and hot 99% ethanol (100 ml.) was filtered, and the filtrate was concentrated under reduced pressure to a total weight of 40 g. Chloroform (265 g.) was added to the solution, and the solution was seeded with the authentic specimen of d-3-bromo-2-oxo-10-bornanesulfonic acid salt of L-2-(4-hydroxyphenyl)glycine and allowed to stand for 2 hours at room temperature. The precipitating crystals were col... Reaction conditions: time 2 hour. Solvent: C(C)O (ethanol). Starting materials: BrC=1SC=C(N1)C(=O)NC=1C=NN(C1[C@@H]1CC[C@H]([C@@H](CO1)F)NC(OC(C)(C)C)=O)C (tert-butyl ((3S,4R,7S)-7-(4-(2-bromothiazole-4-carboxamido)-1-methyl-1H-pyrazol-5-yl)-3-fluorooxepan-4-yl)carbamate), BrC=1SC=C(N1)C(=O)NC=1C=NN(C1[C@@H]1CC[C@H]([C@@H](CO1)F)NC(OC(C)(C)C)=O)C (tert-butyl ((3S,4R,7S)-7-(4-(2-bromothiazole-4-carboxamido)-1-methyl-1H-pyrazol-5-yl)-3-fluorooxepan-4-yl)carbamate), FC=1C=C(C=C(C1B1OC(C(O1)(C)C)(C)C)F)C1(CC1)O (1-(3,5-difluoro-4-(4,4,5,5-tetramethyl-1,3,2-dioxaborolan-2-yl)phenyl)cyclopropanol). The product is N[C@@H]1CC[C@H](OC[C@H]1F)C1=C(C=NN1C)NC(=O)C=1N=C(SC1)C1=C(C=C(C=C1F)C1(CC1)O)F (N-(5-((2S,5R,6S)-5-amino-6-fluorooxepan-2-yl)-1-methyl-1H-pyrazol-4-yl)-2-(2,6-difluoro-4-(1-hydroxycyclopropyl)phenyl)thiazole-4-carboxamide). As a reaction SMILES: Br[C:2]1[S:3][CH:4]=[C:5]([C:7]([NH:9][C:10]2[CH:11]=[N:12][N:13]([CH3:31])[C:14]=2[C@H:15]2[O:21][CH2:20][C@@H:19]([F:22])[C@H:18]([NH:23]C(=O)OC(C)(C)C)[CH2:17][CH2:16]2)=[O:8])[N:6]=1.[F:32][C:33]1[CH:34]=[C:35]([C:49]2([OH:52])[CH2:51][CH2:50]2)[CH:36]=[C:37]([F:48])[C:38]=1B1OC(C)(C)C(C)(C)O1>>[NH2:23][C@H:18]1[C@H:19]([F:22])[CH2:20][O:21][C@H:15]([C:14]2[N:13]([CH3:31])[N:12]=[CH:11][C:10]=2[NH:9][C:7]([C:5]2[N:6]=[C:2]([C:38]3[C:37]([F:48])=[CH:36][C:35]([C:49]4([OH:52])[CH2:50][CH2:51]4)=[CH:34][C:33]=3[F:32])[S:3][CH:4]=2)=[O:8])[CH2:16][CH2:17]1. Procedure details: Following the procedure for Example 101 starting from tert-butyl ((3S,4R,7S)-7-(4-(2-bromothiazole-4-carboxamido)-1-methyl-1H-pyrazol-5-yl)-3-fluorooxepan-4-yl)carbamate (Intermediate 99), and replacing 3,6-dihydro-2H-pyran-4-boronic acid pinacol ester with 1-(3,5-difluoro-4-(4,4,5,5-tetramethyl-1,3,2-dioxaborolan-2-yl)phenyl)cyclopropanol (see US2012/225062) gave 225. LCMS (ES+) m/z 508 (M+1). Procedure: A solution of 24.4 g (66.8 mmol) of 3-(1-acetyl-piperidin-4-yl)-6-fluoro-benzo[b]thiophene-2-carboxylic acid methyl ester in 400 mL of MeOH and 50 mL of concentrated HCl was heated a reflux for 2 days. When the solution was allowed to cool to room temperature the white precipitate was filtered, washed with methanol and dried to give 17.9 g (74%) of product as a white powder. MS (electrospray): exact mass calculated for C15H16FNO2S, 293.09; m/z found, 294.1 [M+H]+. 1H NMR (DMSO-d6, 400 MHz): 9.38... Starting materials: COC(=O)C1=C(C2=C(S1)C=C(C=C2)F)C2CCN(CC2)C(C)=O (3-(1-acetyl-piperidin-4-yl)-6-fluoro-benzo[b]thiophene-2-carboxylic acid methyl ester), Cl (HCl). Solvent: CO (MeOH). Yield: 74.0%. RXN SMILES: [CH3:1][O:2][C:3]([C:5]1[S:9][C:8]2[CH:10]=[C:11]([F:14])[CH:12]=[CH:13][C:7]=2[C:6]=1[CH:15]1[CH2:20][CH2:19][N:18](C(=O)C)[CH2:17][CH2:16]1)=[O:4].[ClH:24]>CO>[ClH:24].[CH3:1][O:2][C:3]([C:5]1[S:9][C:8]2[CH:10]=[C:11]([F:14])[CH:12]=[CH:13][C:7]=2[C:6]=1[CH:15]1[CH2:20][CH2:19][NH:18][CH2:17][CH2:16]1)=[O:4] |f:3.4|. Product: Cl.COC(=O)C1=C(C2=C(S1)C=C(C=C2)F)C2CCNCC2 (6-Fluoro-3-piperidin-4-yl-benzo[b]thiophene-2-carboxylic acid methyl ester hydrochloride salt). The reactants are COC(=O)CBr, Oc1c(Cl)cc(CCBr)cc1Cl, O=C([O-])[O-], CC(C)=O, [K+], [K+]. Yields the product COC(=O)COc1c(Cl)cc(CCBr)cc1Cl. Reaction SMILES: [Br:19][CH2:20][C:21](=[O:22])[O:23][CH3:24].[Br:1][CH2:2][CH2:3][c:4]1[cH:5][c:6]([Cl:12])[c:7]([OH:11])[c:8]([Cl:10])[cH:9]1.[C:13](=[O:14])([O-:15])[O-:16].[CH3:25][C:26](=[O:27])[CH3:28].[K+:17].[K+:18]>>[Br:1][CH2:2][CH2:3][c:4]1[cH:5][c:6]([Cl:12])[c:7]([O:11][CH2:20][C:21](=[O:22])[O:23][CH3:24])[c:8]([Cl:10])[cH:9]1.